From a dataset of the Open Reaction Database (ORD), a public repository of structured organic reaction records. describe an organic reaction: reactants, conditions, products, and yield Reactants: C([O-])([O-])=O.[Na+].[Na+] (sodium carbonate), CS(=O)(=O)O (methanesulphonic acid), CN(C)CC1=CC=C(O1)CO (5-[(dimethylamino)methyl]-2-furanmethanol), NCCCCO (4-aminobutanol). Run in O1CCCC1 (tetrahydrofuran), O (water). The product is NCCCCOCC1=CC=C(O1)CN(C)C (5-[(4-Aminobutoxy)methyl]-N,N-dimethyl-2-furanmethanamine). The yield is 29.2%. RXN SMILES: CS(O)(=O)=O.[CH3:6][N:7]([CH2:9][C:10]1[O:14][C:13]([CH2:15][OH:16])=[CH:12][CH:11]=1)[CH3:8].[NH2:17][CH2:18][CH2:19][CH2:20][CH2:21]O.C(=O)([O-])[O-].[Na+].[Na+]>O1CCCC1.O>[NH2:17][CH2:18][CH2:19][CH2:20][CH2:21][O:16][CH2:15][C:13]1[O:14][C:10]([CH2:9][N:7]([CH3:6])[CH3:8])=[CH:11][CH:12]=1 |f:3.4.5|. Reported procedure: A mixture of methanesulphonic acid (86 g), 5-[(dimethylamino)methyl]-2-furanmethanol (15.5 g) and 4-aminobutanol (17.8 g) in dry tetrahydrofuran was heated at 100° for 11/2 h. Excess sodium carbonate was added to the cooled solution, the suspension was filtered and the filtrate was evaporated to give a red oil which was dissolved in water and extracted with ether. The extract was distilled to give the title compound as an oil (6.6 g) b.p. 100°-110°, 0.08 mm. TLC silica, methanol/ammonia 0.88 80:... Starting materials: [OH-].[Na+] (sodium hydroxide), OC1=C(C(OC2=CC=C(C=C12)OC)=O)[N+](=O)[O-] (4-hydroxy-6-methoxy-3-nitrocoumarin). Run in O (water). The product is O.OC1=CC(OC2=CC(=CC=C12)O)=O (4,7-dihydroxycoumarin monohydrate). RXN SMILES: [OH-:1].[Na+].[OH:3][C:4]1[C:13]2[C:8](=[CH:9][CH:10]=[C:11](OC)[CH:12]=2)[O:7][C:6](=[O:16])[C:5]=1[N+]([O-])=O>O>[OH2:3].[OH:3][C:4]1[C:13]2[C:8](=[CH:9][C:10]([OH:1])=[CH:11][CH:12]=2)[O:7][C:6](=[O:16])[CH:5]=1 |f:0.1,4.5|. Procedure details: Dilute sodium hydroxide solution was added to a suspension of 4-hydroxy-6-methoxy-3-nitrocoumarin (2.0g) in water (40 ml) till the pH of the solution reached 14. Filtration gave the product m.p. 277°-8°(d); (C10H6NO6Na requires C, 46.35; H, 2.33; N, 5.41; Na, 8.87. Found: C, 46.32; H, 2.44; N, 5.50; Na, 8.34) after washing briefly with water and drying under vacuum. Starting materials: CO, CCN(C(C)C)C(C)C, O=C(Cl)Oc1ccc([N+](=O)[O-])cc1, ClCCl, Cl, NC1CCC(F)(F)CC1. The product is O=C(NC1CCC(F)(F)CC1)Oc1ccc([N+](=O)[O-])cc1. As a reaction SMILES: [CH3:33][OH:34].[CH:24]([N:25]([CH2:26][CH3:27])[CH:28]([CH3:29])[CH3:30])([CH3:31])[CH3:32].[Cl:11][C:12](=[O:13])[O:14][c:15]1[cH:16][cH:17][c:18]([N+:21](=[O:22])[O-:23])[cH:19][cH:20]1.[Cl:35][CH2:36][Cl:37].[ClH:1].[F:2][C:3]1([F:10])[CH2:4][CH2:5][CH:6]([NH2:9])[CH2:7][CH2:8]1>>[F:2][C:3]1([F:10])[CH2:4][CH2:5][CH:6]([NH:9][C:12](=[O:13])[O:14][c:15]2[cH:16][cH:17][c:18]([N+:21](=[O:22])[O-:23])[cH:19][cH:20]2)[CH2:7][CH2:8]1. The reactants are ClC=1N=C(C2=C(N1)C(=NC=N2)SCC2=CC(=C(C=C2)Cl)Cl)N2CCOCC2 (2-chloro-8-(3,4-dichlorobenzyl-thio)-4-morpholino-pyrimido-[5,4-d]-pyrimidine), N1CCNCC1 (piperazine). Yields the product ClC=1C=C(CSC2=NC=NC3=C2N=C(N=C3N3CCOCC3)N3CCNCC3)C=CC1Cl (8-(3,4-Dichlorobenzyl-thio)-4-morpholino-2-piperazino-pyrimido-[5,4-d]-pyrimidine). RXN SMILES: Cl[C:2]1[N:3]=[C:4]([N:22]2[CH2:27][CH2:26][O:25][CH2:24][CH2:23]2)[C:5]2[N:11]=[CH:10][N:9]=[C:8]([S:12][CH2:13][C:14]3[CH:19]=[CH:18][C:17]([Cl:20])=[C:16]([Cl:21])[CH:15]=3)[C:6]=2[N:7]=1.[NH:28]1[CH2:33][CH2:32][NH:31][CH2:30][CH2:29]1>>[Cl:21][C:16]1[CH:15]=[C:14]([CH:19]=[CH:18][C:17]=1[Cl:20])[CH2:13][S:12][C:8]1[C:6]2[N:7]=[C:2]([N:28]3[CH2:33][CH2:32][NH:31][CH2:30][CH2:29]3)[N:3]=[C:4]([N:22]3[CH2:23][CH2:24][O:25][CH2:26][CH2:27]3)[C:5]=2[N:11]=[CH:10][N:9]=1. Procedure: This compound was prepared analogous to Example 1 from 2-chloro-8-(3,4-dichlorobenzyl-thio)-4-morpholino-pyrimido-[5,4-d]-pyrimidine (m.p.: 153°-156° C.) and piperazine. Starting materials: [H-].[Na+] (Sodium hydride), C(C)(=O)NC=1C=C2CCCC(C2=CC1)=O (6-Acetamido-1-tetralone), CI (methyl iodide). Run in O1CCCC1 (tetrahydrofuran). The product is CN(C(C)=O)C1=CC=2CCCC(C2C=C1)=O (N-Methyl-N-(5-oxo-5,6,7,8-tetrahydro-2-naphthalenyl)acetamide). Reaction SMILES: [C:1]([NH:4][C:5]1[CH:6]=[C:7]2[C:12](=[CH:13][CH:14]=1)[C:11](=[O:15])[CH2:10][CH2:9][CH2:8]2)(=[O:3])[CH3:2].[H-].[Na+].[CH3:18]I>O1CCCC1>[CH3:18][N:4]([C:5]1[CH:14]=[CH:13][C:12]2[C:11](=[O:15])[CH2:10][CH2:9][CH2:8][C:7]=2[CH:6]=1)[C:1](=[O:3])[CH3:2] |f:1.2|. Procedure: 6-Acetamido-1-tetralone (10.0 g, 49.2 mmol) was dissolved in tetrahydrofuran (100 ml). Sodium hydride (oil, 3.0 g) was added to the solution, which was refluxed with heating under nitrogen atmosphere for 2 hours. After cooling, methyl iodide (30 ml) was added to the reaction mixture, which was refluxed with heating under nitrogen atmosphere for 2 hours. The reaction mixture was concentrated. Ethyl acetate and water were added to the residue, and extraction was conducted. The ethyl acetate layer ... The reactants are COc1ccc(CNc2ccccc2Oc2ccccc2)c(OC)c1, CC(=O)OC(C)=O, O, c1ccncc1. Yields the product COc1ccc(CN(C(C)=O)c2ccccc2Oc2ccccc2)c(OC)c1. Reaction SMILES: [CH3:1][O:2][c:3]1[c:4]([CH2:5][NH:6][c:7]2[c:8]([O:13][c:14]3[cH:15][cH:16][cH:17][cH:18][cH:19]3)[cH:9][cH:10][cH:11][cH:12]2)[cH:20][cH:21][c:22]([O:24][CH3:25])[cH:23]1.[CH3:26][C:27](=[O:28])[O:29][C:30](=[O:31])[CH3:32].[OH2:33].[cH:34]1[cH:35][cH:36][n:37][cH:38][cH:39]1>>[CH3:1][O:2][c:3]1[c:4]([CH2:5][N:6]([c:7]2[c:8]([O:13][c:14]3[cH:15][cH:16][cH:17][cH:18][cH:19]3)[cH:9][cH:10][cH:11][cH:12]2)[C:27]([CH3:26])=[O:28])[cH:20][cH:21][c:22]([O:24][CH3:25])[cH:23]1. Reactants: OC1=CC=C(C(=O)OCC)C=C1 (Ethyl 4-hydroxybenzoate), C=C(C)C (isobutene), S(O)(O)(=O)=O (sulfuric acid). Solvent: ClCCl (dichloromethane). Reaction conditions: time 2 hour. The product is C(C)(C)(C)OC1=CC=C(C(=O)O)C=C1 (4-tert-butoxybenzoic acid). Yield: 47.9%. Reaction SMILES: [OH:1][C:2]1[CH:12]=[CH:11][C:5]([C:6]([O:8]CC)=[O:7])=[CH:4][CH:3]=1.[CH2:13]=[C:14]([CH3:16])[CH3:15].S(=O)(=O)(O)O>ClCCl>[C:14]([O:1][C:2]1[CH:3]=[CH:4][C:5]([C:6]([OH:8])=[O:7])=[CH:11][CH:12]=1)([CH3:16])([CH3:15])[CH3:13]. Procedure details: Ethyl 4-hydroxybenzoate (16.6 g), isobutene (25 g), and 95% sulfuric acid (0.5 ml) were stirred in dichloromethane (300 ml) overnight at 0° C. The reaction mixture was washed with 20% sodium carbonate aqueous solution, dried over sodium sulfate anhydride, and then concentrated under a vacuum. The residue was dissolved in ethanol (32 ml) and the solution, with potassium hydroxide (7.5 g) and water (6 ml) added thereto, was refluxed with stirring for 2 hours. The reaction mixture was neutralized w...